Dataset: the Open Reaction Database (ORD), a public repository of structured organic reaction records. Task: describe an organic reaction: reactants, conditions, products, and yield Starting materials: CNN1C=C(C(C2=CC(=C(C(=C12)F)F)F)=O)C(=O)OCC (ethyl 1-methylamino-6,7,8-trifluoro-1,4-dihydro-4-oxoquinoline-3-carboxylate), C=O (formaldehyde). Run in O (water). Reaction conditions: temperature 100 celsius. Product: OCN(C)N1C=C(C(C2=CC(=C(C(=C12)F)F)F)=O)C(=O)OCC (ethyl 1-[N-(hydroxymethyl)-N-methylamino]-6,7,8-trifluoro-1,4-dihydro-4-oxoquinoline-3-carboxylate). Reaction SMILES: [CH3:1][NH:2][N:3]1[C:12]2[C:7](=[CH:8][C:9]([F:15])=[C:10]([F:14])[C:11]=2[F:13])[C:6](=[O:16])[C:5]([C:17]([O:19][CH2:20][CH3:21])=[O:18])=[CH:4]1.[CH2:22]=[O:23]>O>[OH:23][CH2:22][N:2]([N:3]1[C:12]2[C:7](=[CH:8][C:9]([F:15])=[C:10]([F:14])[C:11]=2[F:13])[C:6](=[O:16])[C:5]([C:17]([O:19][CH2:20][CH3:21])=[O:18])=[CH:4]1)[CH3:1]. Reported procedure: A suspension of ethyl 1-methylamino-6,7,8-trifluoro-1,4-dihydro-4-oxoquinoline-3-carboxylate (10 g) in water (100 ml) and 37% aqueous formaldehyde (100 ml) was heated to 100° C. for 1 hour. The mixture was cooled and the solid removed by filtration and washed with water. The resulting yellow colored solid was dried to constant weight in vacuo over phosphorus pentaoxide to yield ethyl 1-[N-(hydroxymethyl)-N-methylamino]-6,7,8-trifluoro-1,4-dihydro-4-oxoquinoline-3-carboxylate (10.25 g). The reactants are C(C1=CC=CC=C1)OC1=C2CCCC(C2=CC=C1)C(=O)O (5-benzyloxy-1,2,3,4-tetrahydronaphthalene-1-carboxylic acid), CN(C1=CC=C(C=N1)CNC1=CC=C(C=C1)C(C)C)C ([(6-dimethylaminopyridin-3-yl)methyl](4-isopropylphenyl)amine). Product: C(C1=CC=CC=C1)OC1=C2CCCC(C2=CC=C1)C(=O)N(C1=CC=C(C=C1)C(C)C)CC=1C=NC(=CC1)N(C)C (5-benzyloxy-N-[(6-dimethylaminopyridin-3-yl)methyl]-N-(4-isopropylphenyl)-1,2,3,4-tetrahydronaphthalene-1-carboxamide). The yield is 78.4%. RXN SMILES: [CH2:1]([O:8][C:9]1[CH:18]=[CH:17][CH:16]=[C:15]2[C:10]=1[CH2:11][CH2:12][CH2:13][CH:14]2[C:19](O)=[O:20])[C:2]1[CH:7]=[CH:6][CH:5]=[CH:4][CH:3]=1.[CH3:22][N:23]([CH3:41])[C:24]1[N:29]=[CH:28][C:27]([CH2:30][NH:31][C:32]2[CH:37]=[CH:36][C:35]([CH:38]([CH3:40])[CH3:39])=[CH:34][CH:33]=2)=[CH:26][CH:25]=1>>[CH2:1]([O:8][C:9]1[CH:18]=[CH:17][CH:16]=[C:15]2[C:10]=1[CH2:11][CH2:12][CH2:13][CH:14]2[C:19]([N:31]([CH2:30][C:27]1[CH:28]=[N:29][C:24]([N:23]([CH3:22])[CH3:41])=[CH:25][CH:26]=1)[C:32]1[CH:37]=[CH:36][C:35]([CH:38]([CH3:39])[CH3:40])=[CH:34][CH:33]=1)=[O:20])[C:2]1[CH:3]=[CH:4][CH:5]=[CH:6][CH:7]=1. Reported procedure: By the reaction and treatment in the same manner as in Example 12 using 5-benzyloxy-1,2,3,4-tetrahydronaphthalene-1-carboxylic acid (0.56 g) and [(6-dimethylaminopyridin-3-yl)methyl](4-isopropylphenyl)amine (0.54 g) as starting materials, 5-benzyloxy-N-[(6-dimethylaminopyridin-3-yl)methyl]-N-(4-isopropylphenyl)-1,2,3,4-tetrahydronaphthalene-1-carboxamide (0.83 g) was obtained.